This data is from the Open Reaction Database (ORD), a public repository of structured organic reaction records. The task is: describe an organic reaction: reactants, conditions, products, and yield The reactants are ClC1=C2C=CC(=NC2=C(C(=C1)S(=O)(=O)NCC1=CC=C(C=C1)Cl)OC)C(C)(C)C (5-Chloro-N-[(4-chlorophenyl)methyl]-2-(1,1-dimethylethyl)-8-methoxy-7-quinolinesulfonamide), B(Br)(Br)Br (BBr3). Yields the product ClC1=C2C=CC(=NC2=C(C(=C1)S(=O)(=O)NCC1=CC=C(C=C1)Cl)O)C(C)(C)C (5-Chloro-N-[(4-chlorophenyl)methyl]-2-(1,1-dimethylethyl)-8-hydroxy-7-quinolinesulfonamide). As a reaction SMILES: [Cl:1][C:2]1[CH:11]=[C:10]([S:12]([NH:15][CH2:16][C:17]2[CH:22]=[CH:21][C:20]([Cl:23])=[CH:19][CH:18]=2)(=[O:14])=[O:13])[C:9]([O:24]C)=[C:8]2[C:3]=1[CH:4]=[CH:5][C:6]([C:26]([CH3:29])([CH3:28])[CH3:27])=[N:7]2.B(Br)(Br)Br>>[Cl:1][C:2]1[CH:11]=[C:10]([S:12]([NH:15][CH2:16][C:17]2[CH:22]=[CH:21][C:20]([Cl:23])=[CH:19][CH:18]=2)(=[O:13])=[O:14])[C:9]([OH:24])=[C:8]2[C:3]=1[CH:4]=[CH:5][C:6]([C:26]([CH3:29])([CH3:28])[CH3:27])=[N:7]2. Procedure: The title compound is prepared from 5-Chloro-N-[(4-chlorophenyl)methyl]-2-(1,1-dimethylethyl)-8-methoxy-7-quinolinesulfonamide, which is the second title compound of Preparation 9, and 6 equivalents of BBr3 according to the procedure described in Example 18. Crystallization from Et2O/hexane affords 0.035 g of the title compound as a dark tan solid.